From a dataset of the Open Reaction Database (ORD), a public repository of structured organic reaction records. describe an organic reaction: reactants, conditions, products, and yield Starting materials: [N+](=O)([O-])C=1C=CC2=C(C=CC3=C(S2)C=C(C=C3)C(=O)Cl)C1 (8-nitrodibenzo[b,f]thiepin-3-carboxylic acid chloride), [H-].C(C)(C)(C)O[Al](OC(C)(C)C)OC(C)(C)C.[Li+] (lithium tri-tertiarybutoxy-aluminum hydride). The solvent is O1CCCC1 (tetrahydrofuran), O1CCCC1 (tetrahydrofuran). Product: [N+](=O)([O-])C=1C=CC2=C(C=CC3=C(S2)C=C(C=C3)C=O)C1 (8-Nitrodibenzo[b,f]thiepin-3-carboxaldehyde). Reaction SMILES: [N+:1]([C:4]1[CH:5]=[CH:6][C:7]2[S:13][C:12]3[CH:14]=[C:15]([C:18](Cl)=[O:19])[CH:16]=[CH:17][C:11]=3[CH:10]=[CH:9][C:8]=2[CH:21]=1)([O-:3])=[O:2].[H-].C(O[Al](OC(C)(C)C)OC(C)(C)C)(C)(C)C.[Li+]>O1CCCC1>[N+:1]([C:4]1[CH:5]=[CH:6][C:7]2[S:13][C:12]3[CH:14]=[C:15]([CH:18]=[O:19])[CH:16]=[CH:17][C:11]=3[CH:10]=[CH:9][C:8]=2[CH:21]=1)([O-:3])=[O:2] |f:1.2.3|. Procedure: Stir a mixture of the crude 8-nitrodibenzo[b,f]thiepin-3-carboxylic acid chloride in dry tetrahydrofuran at -78° C. under nitrogen, and add dropwise a filtered solution of 1.1 equivalents of lithium tri-tertiarybutoxy-aluminum hydride in tetrahydrofuran. Stir the mixture for 30 minutes at -78° C. and allow to warm to ambient temperature. Add the mixture to ice-cold dilute hydrochloric acid, and isolate the product by extraction with chloroform. Purify the title compound by chromatography on sili... Starting materials: OCCCCCCC(P(O)(=O)O)P(O)(=O)O (6-hydroxyhexyl-methanebisphosphonic acid), C(C(=C)C)(=O)Cl (methacryloyl chloride). Yields the product C(C(=C)C)(=O)OCCCCCCC(P(O)(=O)O)P(O)(=O)O (6-methacryloxyhexyl-methanebisphosphonic acid). As a reaction SMILES: [OH:1][CH2:2][CH2:3][CH2:4][CH2:5][CH2:6][CH2:7][CH:8]([P:13]([OH:16])(=[O:15])[OH:14])[P:9]([OH:12])(=[O:11])[OH:10].[C:17](Cl)(=[O:21])[C:18]([CH3:20])=[CH2:19]>>[C:17]([O:1][CH2:2][CH2:3][CH2:4][CH2:5][CH2:6][CH2:7][CH:8]([P:13]([OH:16])(=[O:14])[OH:15])[P:9]([OH:10])(=[O:12])[OH:11])(=[O:21])[C:18]([CH3:20])=[CH2:19]. Reported procedure: Following the General Synthetic Procedure B, methyl 6-chlorohexanoate is reacted with tetramethyl methanebisphosphonate to produce tetramethyl 5-methoxycarbonylpentyl-methanebisphosphonate that is then hydrolyzed to yield 5-carboxypentyl-methanebisphosphonic acid, and then hydrogenated to reduce the carboxy group to a hydroxymethylene group. The resulting 6-hydroxyhexyl-methanebisphosphonic acid is then methacrylated with methacryloyl chloride to afford 6-methacryloxyhexyl-methanebisphosphonic a...